From a dataset of the Open Reaction Database (ORD), a public repository of structured organic reaction records. describe an organic reaction: reactants, conditions, products, and yield Reactants: BrC=1C=C(CN2N=C(N=C2C)C2=NOC(=C2)C2=CC=C(C=C2)OC(F)(F)F)C=CC1 (3-(1-(3-bromobenzyl)-5-methyl-1H-1,2,4-triazol-3-yl)-5-(4-(trifluoromethoxy)phenyl)isoxazole), C1(CCCCC1)P(C1=C(C=CC=C1)C1=C(C=CC=C1OC(C)C)OC(C)C)C1CCCCC1 (2-dicyclohexylphosphino-2′,6′-diisopropoxy-1,1′-biphenyl), CS(=O)(=O)C1CCNCC1 (4-(methylsulfonyl)piperidine), CC(C)([O-])C.[Na+] (sodium tert-butoxide). The reagents and catalysts are C=1C=CC(=CC1)/C=C/C(=O)/C=C/C2=CC=CC=C2.C=1C=CC(=CC1)/C=C/C(=O)/C=C/C2=CC=CC=C2.C=1C=CC(=CC1)/C=C/C(=O)/C=C/C2=CC=CC=C2.[Pd].[Pd] (tris(dibenzylideneacetone)dipalladium). Run in C1(=CC=CC=C1)C (toluene). Run at temperature 100 celsius, time 18 minute. The product is CC1=NC(=NN1CC1=CC(=CC=C1)N1CCC(CC1)S(=O)(=O)C)C1=NOC(=C1)C1=CC=C(C=C1)OC(F)(F)F (3-(5-Methyl-1-(3-(4-(methylsulfonyl)piperidin-1-yl)benzyl)-1H-1,2,4-triazol-3-yl)-5-(4-(trifluoromethoxy)phenyl)isoxazole). As a reaction SMILES: Br[C:2]1[CH:3]=[C:4]([CH:28]=[CH:29][CH:30]=1)[CH2:5][N:6]1[C:10]([CH3:11])=[N:9][C:8]([C:12]2[CH:16]=[C:15]([C:17]3[CH:22]=[CH:21][C:20]([O:23][C:24]([F:27])([F:26])[F:25])=[CH:19][CH:18]=3)[O:14][N:13]=2)=[N:7]1.C1(P(C2CCCCC2)C2C=CC=CC=2C2C(OC(C)C)=CC=CC=2OC(C)C)CCCCC1.[CH3:64][S:65]([CH:68]1[CH2:73][CH2:72][NH:71][CH2:70][CH2:69]1)(=[O:67])=[O:66].CC(C)([O-])C.[Na+]>C1(C)C=CC=CC=1.C1C=CC(/C=C/C(/C=C/C2C=CC=CC=2)=O)=CC=1.C1C=CC(/C=C/C(/C=C/C2C=CC=CC=2)=O)=CC=1.C1C=CC(/C=C/C(/C=C/C2C=CC=CC=2)=O)=CC=1.[Pd].[Pd]>[CH3:11][C:10]1[N:6]([CH2:5][C:4]2[CH:28]=[CH:29][CH:30]=[C:2]([N:71]3[CH2:72][CH2:73][CH:68]([S:65]([CH3:64])(=[O:67])=[O:66])[CH2:69][CH2:70]3)[CH:3]=2)[N:7]=[C:8]([C:12]2[CH:16]=[C:15]([C:17]3[CH:22]=[CH:21][C:20]([O:23][C:24]([F:27])([F:26])[F:25])=[CH:19][CH:18]=3)[O:14][N:13]=2)[N:9]=1 |f:3.4,6.7.8.9.10|. Procedure: To a solution of 3-(1-(3-bromobenzyl)-5-methyl-1H-1,2,4-triazol-3-yl)-5-(4-(trifluoromethoxy)phenyl)isoxazole (100 mg, 0.21 mmol) in toluene (3 mL) were added 2-dicyclohexylphosphino-2′,6′-diisopropoxy-1,1′-biphenyl (10 mg, 0.021 mmol), tris(dibenzylideneacetone)dipalladium (19 mg, 0.021 mmol), 4-(methylsulfonyl)piperidine (70 mg, 0.42 mmol) and sodium tert-butoxide (40 mg, 0.42 mmol). The mixture was heated at 100° C. under inert atmosphere for 5 h. The mixture was concentrated under reduced pr... Procedure details: 1.5 g of 3-amino-5-t-butoxycarbonylmethyl-2,3-dihydro-1,5-benzothiazepin-4(5H)-one and 2.0 g of ethyl pyruvate were dissolved in 15 ml of ethanol. After the addition of 0.3 ml of acetic acid, the resulting mixture was stirred for 2 hours. Then, a solution of 420 mg of sodium boron cyanide hydride in 8 ml of ethanol was slowly added dropwise thereto. After this mixture was allowed to stand overnight, the solvent was distilled off under reduced pressure and the residue was dissolved in ethyl aceta... Solvent: C(C)O (ethanol), C(C)O (ethanol). Reactants: [BH]C#N.[Na] (sodium boron cyanide hydride), NC1CSC2=C(N(C1=O)CC(=O)OC(C)(C)C)C=CC=C2 (3-amino-5-t-butoxycarbonylmethyl-2,3-dihydro-1,5-benzothiazepin-4(5H)-one), C(C(=O)C)(=O)OCC (ethyl pyruvate), C(C)(=O)O (acetic acid). Reaction conditions: time 2 hour. The yield is 50.3%. As a reaction SMILES: [NH2:1][CH:2]1[C:8](=[O:9])[N:7]([CH2:10][C:11]([O:13][C:14]([CH3:17])([CH3:16])[CH3:15])=[O:12])[C:6]2[CH:18]=[CH:19][CH:20]=[CH:21][C:5]=2[S:4][CH2:3]1.[C:22]([O:27][CH2:28][CH3:29])(=[O:26])[C:23]([CH3:25])=O.C(O)(=O)C.[BH]C#N.[Na]>C(O)C>[C:14]([O:13][C:11]([CH2:10][N:7]1[C:6]2[CH:18]=[CH:19][CH:20]=[CH:21][C:5]=2[S:4][CH2:3][CH:2]([NH:1][CH:23]([C:22]([O:27][CH2:28][CH3:29])=[O:26])[CH3:25])[C:8]1=[O:9])=[O:12])([CH3:16])([CH3:17])[CH3:15] |f:3.4,^1:33,36|. The product is C(C)(C)(C)OC(=O)CN1C(C(CSC2=C1C=CC=C2)NC(C)C(=O)OCC)=O (5-t-butoxycarbonylmethyl-3-(1-ethoxycarbonylethylamino)-2,3-dihydro-1,5-benzothiazepin-4(5H)-one). Starting materials: [N+](=O)([O-])C1=NNC=C1 (3-nitro-1H-pyrazole), [H-].[Na+] (sodium hydride), oil, C(C1=CC=CC=C1)Br (benzylbromide). Solvent: CN(C=O)C (N,N-dimethylformamide). Yields the product C(C1=CC=CC=C1)N1N=C(C=C1)[N+](=O)[O-] (1-benzyl-3-nitro-1H-pyrazole). Yield: 84.2%. RXN SMILES: [N+:1]([C:4]1[CH:8]=[CH:7][NH:6][N:5]=1)([O-:3])=[O:2].[H-].[Na+].[CH2:11](Br)[C:12]1[CH:17]=[CH:16][CH:15]=[CH:14][CH:13]=1>CN(C)C=O>[CH2:11]([N:6]1[CH:7]=[CH:8][C:4]([N+:1]([O-:3])=[O:2])=[N:5]1)[C:12]1[CH:17]=[CH:16][CH:15]=[CH:14][CH:13]=1 |f:1.2|. Reported procedure: To a solution of 3-nitro-1H-pyrazole (prepared in example 3, 200 mg, 1.77 mmol) in anhydrous N,N-dimethylformamide (2 mL), a 60% dispersion of sodium hydride in mineral oil (92 mg, 2.30 mmol) was added while stirring under nitrogen. After the effervescence ceased and the mixture was stirred for additional 10 min, benzylbromide (273 μL, 2.33 mmol) was added. The mixture was continued to stir under nitrogen for an additional 2 h. The solvent was removed in vacuo and purification by ISCO flash colu... Starting materials: ClCC=1C=C(C=C(C1)C(C#N)(C)C)C(C#N)(C)C (2,2'-(5-chloromethyl-1,3-phenylene)di(2-methylpropiononitrile)), N1N=CN=C1 (1H-1,2,4-triazole). Run in C(C)#N (acetonitrile). Yields the product N1(N=CN=C1)CC=1C=C(C=C(C1)C(C#N)(C)C)C(C#N)(C)C (2,2'-[5-(1H-1,2,4-triazol-1-ylmethyl)-1,3-phenylene]di(2-methylpropiononitrile)). Reaction SMILES: Cl[CH2:2][C:3]1[CH:4]=[C:5]([C:14]([CH3:18])([CH3:17])[C:15]#[N:16])[CH:6]=[C:7]([C:9]([CH3:13])([CH3:12])[C:10]#[N:11])[CH:8]=1.[NH:19]1[CH:23]=[N:22][CH:21]=[N:20]1>C(#N)C>[N:19]1([CH2:2][C:3]2[CH:4]=[C:5]([C:14]([CH3:18])([CH3:17])[C:15]#[N:16])[CH:6]=[C:7]([C:9]([CH3:13])([CH3:12])[C:10]#[N:11])[CH:8]=2)[CH:23]=[N:22][CH:21]=[N:20]1. Procedure details: A solution of 2,2'-(5-chloromethyl-1,3-phenylene)di(2-methylpropiononitrile), (0.23 g), and 1H-1,2,4-triazole (0.35 g) in acetonitrile (2 ml) was heated under reflux for 18 h, then evaporated to dryness. The residue was partitioned between 1N aqueous potassium hydrogen carbonate solution and ethyl acetate, the organic phase was separated, dried and evaporated to dryness under reduced pressure, and the residue was purified by flash column chromatography. Elution with methanol:chloroform (1:49 by ... Starting materials: [Br-], CN(C)P(=O)(N(C)C)N(C)C, Br[Cu]Br, FC(F)(F)[Zn+], Nc1nc(I)nc2c1ncn2C1OC(CO)C(O)C1O, CN(C)C=O. Yields the product Nc1nc(C(F)(F)F)nc2c1ncn2C1OC(CO)C(O)C1O. Reaction SMILES: [Br-:1].[CH3:32][N:33]([CH3:34])[P:35]([N:36]([CH3:37])[CH3:38])([N:39]([CH3:40])[CH3:41])=[O:42].[Cu:43]([Br:44])[Br:45].[F:2][C:3]([F:4])([F:5])[Zn+:6].[I:7][c:8]1[n:9][c:10]([NH2:26])[c:11]2[n:12][cH:13][n:14]([CH:15]3[CH:16]([OH:17])[CH:18]([OH:19])[CH:20]([CH2:21][OH:22])[O:23]3)[c:24]2[n:25]1.[O:27]=[CH:28][N:29]([CH3:30])[CH3:31]>>[F:2][C:3]([F:4])([F:5])[c:8]1[n:9][c:10]([NH2:26])[c:11]2[n:12][cH:13][n:14]([CH:15]3[CH:16]([OH:17])[CH:18]([OH:19])[CH:20]([CH2:21][OH:22])[O:23]3)[c:24]2[n:25]1. The reactants are C(#N)C=1C(=C(C=CC1F)[C@H]1CN2[C@@H](CO1)CN(CC2)C(=O)OC(C)(C)C)C (tert-butyl(3S,9aR)-3-(3-cyano-4-fluoro-2-methylphenyl)hexahydropyrazino[2,1-c][1,4]oxazine-8(1H)-carboxylate). Solvent: C(=O)(C(F)(F)F)O (TFA). Reaction conditions: time 1 hour. The product is FC1=CC=C(C(=C1C#N)C)[C@H]1CN2[C@@H](CO1)CNCC2 (6-fluoro-2-methyl-3-[(3S,9aR)-octahydropyrazino[2,1-c][1,4]oxazin-3-yl]benzonitrile). As a reaction SMILES: [C:1]([C:3]1[C:4]([CH3:27])=[C:5]([C@@H:10]2[O:15][CH2:14][C@H:13]3[CH2:16][N:17](C(OC(C)(C)C)=O)[CH2:18][CH2:19][N:12]3[CH2:11]2)[CH:6]=[CH:7][C:8]=1[F:9])#[N:2]>C(O)(C(F)(F)F)=O>[F:9][C:8]1[C:3]([C:1]#[N:2])=[C:4]([CH3:27])[C:5]([C@@H:10]2[O:15][CH2:14][C@H:13]3[CH2:16][NH:17][CH2:18][CH2:19][N:12]3[CH2:11]2)=[CH:6][CH:7]=1. Procedure details: tert-butyl(3S,9aR)-3-(3-cyano-4-fluoro-2-methylphenyl)hexahydropyrazino[2,1-c][1,4]oxazine-8(1H)-carboxylate (1-17C) (3.00 g, 7.99 mmol) was dissolved in TFA (10 mL) and stirred for 1 hr. The trifluoroacetic acid was removed under reduced pressure and azeotroped with dichloroethane (3×) then was dried over high vacuum to yield the title compound: LC-MS (IE, m/z): 276 [M+1]+; 1H-NMR (500 MHz, DMSO) δ ppm 7.755 (dd, J=8.75, 6.2 Hz, 1H), 7.38 (t, J=8.85 Hz, 1H), 4.80 (d, J=10.1 Hz, 1H), 3.98 (dd, J... Reactants: [I-].[K+] (potassium iodide), C1(=CC=C(C=C1)S(=O)(=O)Cl)C (p-toluenesulfonyl chloride), CN(C1C(CCCC1)O)C (2-(dimethylamino)cyclohexanol), [H-].[Na+] (sodium hydride), CN(CCO)C (2-(dimethylamino)ethanol). Solvent: O1CCCC1 (tetrahydrofuran), C1(=CC=CC=C1)C (toluene), O1CCCC1 (tetrahydrofuran), O1CCCC1 (tetrahydrofuran), C1(=CC=CC=C1)C (toluene), O (Water). Conditions: time 1 hour. The product is CN(CCOC1C(CCCC1)N(C)C)C (2-(2-(dimethylamino)ethoxy)-N,N-dimethylcyclohexaneamine). The yield is 7.0%. As a reaction SMILES: [H-].[Na+].[CH3:3][N:4]([CH3:8])[CH2:5][CH2:6][OH:7].C1(C)C=CC(S(Cl)(=O)=O)=CC=1.[CH3:20][N:21]([CH3:29])[CH:22]1[CH2:27][CH2:26][CH2:25][CH2:24][CH:23]1O.[I-].[K+]>O.O1CCCC1.C1(C)C=CC=CC=1>[CH3:3][N:4]([CH3:8])[CH2:5][CH2:6][O:7][CH:23]1[CH2:24][CH2:25][CH2:26][CH2:27][CH:22]1[N:21]([CH3:29])[CH3:20] |f:0.1,5.6|. Reported procedure: To tetrahydrofuran (100 mL), oily sodium hydride (purity 60% by weight, 18 g, 450 mmol) was added and 2-(dimethylamino)ethanol (16.1 g, 180 mmol) was added dropwise at 0° C., and then the mixture was refluxed for 3 hours. To this suspension, toluene (80 mL) and tetrahydrofuran (25 mL) were added. A toluene (200 mL)/tetrahydrofuran (25 mL) mixed solution of p-toluenesulfonyl chloride (37.2 g, 195 mmol) was added dropwise at 0 to 5° C., followed by stirring at the same temperature for 1 hour. Afte...